This data is from the Open Reaction Database (ORD), a public repository of structured organic reaction records. The task is: describe an organic reaction: reactants, conditions, products, and yield Starting materials: [Br-], CCCc1c(C(=O)NCc2ccc3c(Br)c(O)ccc3c2)c[nH+]n1-c1ccccc1, N#CCBr, O=C([O-])[O-], CCOC(C)=O, [K+], [K+], CN(C)C=O. Yields the product CCCc1c(C(=O)NCc2ccc3c(Br)c(OCC#N)ccc3c2)cnn1-c1ccccc1. As a reaction SMILES: [Br-:31].[Br:1][c:2]1[c:3]2[cH:4][cH:5][c:6]([CH2:13][NH:14][C:15](=[O:16])[c:17]3[c:18]([CH2:28][CH2:29][CH3:30])[n:19](-[c:22]4[cH:23][cH:24][cH:25][cH:26][cH:27]4)[nH+:20][cH:21]3)[cH:7][c:8]2[cH:9][cH:10][c:11]1[OH:12].[Br:32][CH2:33][C:34]#[N:35].[C:36](=[O:37])([O-:38])[O-:39].[CH3:42][CH2:43][O:44][C:45](=[O:46])[CH3:47].[K+:40].[K+:41].[O:48]=[CH:49][N:50]([CH3:51])[CH3:52]>>[Br:1][c:2]1[c:3]2[cH:4][cH:5][c:6]([CH2:13][NH:14][C:15](=[O:16])[c:17]3[c:18]([CH2:28][CH2:29][CH3:30])[n:19](-[c:22]4[cH:23][cH:24][cH:25][cH:26][cH:27]4)[n:20][cH:21]3)[cH:7][c:8]2[cH:9][cH:10][c:11]1[O:12][CH2:33][C:34]#[N:35].